From a dataset of the Open Reaction Database (ORD), a public repository of structured organic reaction records. describe an organic reaction: reactants, conditions, products, and yield Starting materials: NC=1N=NC=CC1 (3-aminopyridazine), C[Si](C)(C)[N-][Si](C)(C)C.[Na+] (NaHMDS), ClC1=NC(=NC(=N1)N1CCOCC1)N1C(=NC2=C1C=CC=C2OC)C(F)F (1-[4-chloro-6-(4-morpholinyl)-1,3,5-triazin-2-yl]-2-(difluoromethyl)-4-methoxy-1H-benzimidazole). Run in C1CCOC1 (THF), C1CCOC1 (THF), C(C)(=O)O (acetic acid), O (water). Run at time 10 minute. Product: FC(C1=NC2=C(N1C1=NC(=NC(=N1)N1CCOCC1)NC=1N=NC=CC1)C=CC=C2OC)F (4-[2-(difluoromethyl)-4-methoxy-1H-benzimidazol-1-yl]-6-(4-morpholinyl)-N-(3-pyridazinyl)-1,3,5-triazin-2-amine). The yield is 30.2%. Reaction SMILES: [NH2:1][C:2]1[N:3]=[N:4][CH:5]=[CH:6][CH:7]=1.C[Si]([N-][Si](C)(C)C)(C)C.[Na+].Cl[C:19]1[N:24]=[C:23]([N:25]2[CH2:30][CH2:29][O:28][CH2:27][CH2:26]2)[N:22]=[C:21]([N:31]2[C:35]3[CH:36]=[CH:37][CH:38]=[C:39]([O:40][CH3:41])[C:34]=3[N:33]=[C:32]2[CH:42]([F:44])[F:43])[N:20]=1>C1COCC1.C(O)(=O)C.O>[F:44][CH:42]([F:43])[C:32]1[N:31]([C:21]2[N:22]=[C:23]([N:25]3[CH2:30][CH2:29][O:28][CH2:27][CH2:26]3)[N:24]=[C:19]([NH:1][C:2]3[N:3]=[N:4][CH:5]=[CH:6][CH:7]=3)[N:20]=2)[C:35]2[CH:36]=[CH:37][CH:38]=[C:39]([O:40][CH3:41])[C:34]=2[N:33]=1 |f:1.2|. Procedure details: To 0.215 g (2.26 mmol) of 3-aminopyridazine (Example 23) in THF (4 mL) was added 1.30 mL of NaHMDS (2 M solution in THF), and the mixture was stirred for 10 min. A solution of 0.297 g (0.75 mmol) of 1-[4-chloro-6-(4-morpholinyl)-1,3,5-triazin-2-yl]-2-(difluoromethyl)-4-methoxy-1H-benzimidazole (Example 2) in THF (5 mL) was added. The resulting mixture was stirred at room temperature for 1 hr. After neutralization with acetic acid, the mixture was diluted with water and extracted with EtOAc. The ... Starting materials: C1CCOC1, [Na+], CCOC(=O)Cc1cc(=O)[nH][nH]1, [OH-]. Yields the product O=C(O)Cc1cc(=O)[nH][nH]1. As a reaction SMILES: [CH2:15]1[O:16][CH2:17][CH2:18][CH2:19]1.[Na+:14].[O:1]=[c:2]1[cH:3][c:4]([CH2:7][C:8](=[O:9])[O:10][CH2:11][CH3:12])[nH:5][nH:6]1.[OH-:13]>>[O:1]=[c:2]1[cH:3][c:4]([CH2:7][C:8](=[O:9])[OH:10])[nH:5][nH:6]1. The reactants are CSc1ccnc(-c2nc(=O)c3ccccc3s2)c1, ClC(Cl)Cl, O=C(OO)c1cccc(Cl)c1. The product is CS(=O)c1ccnc(-c2nc(=O)c3ccccc3s2)c1. Reaction SMILES: [CH3:1][S:2][c:3]1[cH:4][c:5](-[c:9]2[s:10][c:11]3[c:12]([c:13](=[O:15])[n:14]2)[cH:16][cH:17][cH:18][cH:19]3)[n:6][cH:7][cH:8]1.[CH:31]([Cl:32])([Cl:33])[Cl:34].[OH:20][O:21][C:22]([c:23]1[cH:24][c:25]([Cl:26])[cH:27][cH:28][cH:29]1)=[O:30]>>[CH3:1][S:2]([c:3]1[cH:4][c:5](-[c:9]2[s:10][c:11]3[c:12]([c:13](=[O:15])[n:14]2)[cH:16][cH:17][cH:18][cH:19]3)[n:6][cH:7][cH:8]1)=[O:20]. Reactants: COC1=CC=C(CN2N=C(C=3C2=NC=CC3OC3=C(C=C(C=C3)N)F)N[C@@H]3[C@@H](CN(CC3)C(=O)OC(C)(C)C)F)C=C1 ((3R*,4S*)-tert-Butyl 4-(1-(4-methoxybenzyl)-4-(4-amino-2-fluorophenoxy)-1H-pyrazolo[3,4-b]pyridin-3-ylamino)-3-fluoropiperidine-1-carboxylate), CCN=C=NCCCN(C)C (EDCI), FC1=CC=C(C=C1)N1N=CC=C(C1=O)C(=O)O (2-(4-fluorophenyl)-3-oxo-2,3-dihydropyridazine-4-carboxylic acid), CCN(C(C)C)C(C)C (DIEA), HOBt hydrate, FC1=CC=C(C=C1)N1N=CC=C(C1=O)C(=O)O (2-(4-fluorophenyl)-3-oxo-2,3-dihydropyridazine-4-carboxylic acid), C=1C=CC2=C(C1)N=NN2O (HOBt), CCN(C(C)C)C(C)C (DIEA), CCN=C=NCCCN(C)C (EDCI). Solvent: C(Cl)Cl (DCM), C(Cl)Cl (DCM). Reaction conditions: time 15 minute. Product: COC1=CC=C(CN2N=C(C=3C2=NC=CC3OC3=C(C=C(C=C3)NC(=O)C3=CC=NN(C3=O)C3=CC=C(C=C3)F)F)N[C@@H]3[C@@H](CN(CC3)C(=O)OC(C)(C)C)F)C=C1 ((3R*,4S*)-tert-butyl 4-(1-(4-methoxybenzyl)-4-(2-fluoro-4-(1-(4-fluorophenyl)-6-oxo-1,6-dihydropyridazine-5-carboxamido)phenoxy)-1H-pyrazolo[3,4-b]pyridin-3-ylamino)-3-fluoropiperidine-1-carboxylate). The yield is 39.0%. RXN SMILES: CCN=C=NCCCN(C)C.[F:12][C:13]1[CH:18]=[CH:17][C:16]([N:19]2[C:24](=[O:25])[C:23]([C:26]([OH:28])=O)=[CH:22][CH:21]=[N:20]2)=[CH:15][CH:14]=1.CCN(C(C)C)C(C)C.[CH3:38][O:39][C:40]1[CH:79]=[CH:78][C:43]([CH2:44][N:45]2[C:49]3=[N:50][CH:51]=[CH:52][C:53]([O:54][C:55]4[CH:60]=[CH:59][C:58]([NH2:61])=[CH:57][C:56]=4[F:62])=[C:48]3[C:47]([NH:63][C@H:64]3[CH2:69][CH2:68][N:67]([C:70]([O:72][C:73]([CH3:76])([CH3:75])[CH3:74])=[O:71])[CH2:66][C@H:65]3[F:77])=[N:46]2)=[CH:42][CH:41]=1.C1C=CC2N(O)N=NC=2C=1>C(Cl)Cl>[CH3:38][O:39][C:40]1[CH:41]=[CH:42][C:43]([CH2:44][N:45]2[C:49]3=[N:50][CH:51]=[CH:52][C:53]([O:54][C:55]4[CH:60]=[CH:59][C:58]([NH:61][C:26]([C:23]5[C:24](=[O:25])[N:19]([C:16]6[CH:15]=[CH:14][C:13]([F:12])=[CH:18][CH:17]=6)[N:20]=[CH:21][CH:22]=5)=[O:28])=[CH:57][C:56]=4[F:62])=[C:48]3[C:47]([NH:63][C@H:64]3[CH2:69][CH2:68][N:67]([C:70]([O:72][C:73]([CH3:76])([CH3:74])[CH3:75])=[O:71])[CH2:66][C@H:65]3[F:77])=[N:46]2)=[CH:78][CH:79]=1. Reported procedure: EDCI (43.6 mg, 0.227 mmol) was added to a stirred mixture of 2-(4-fluorophenyl)-3-oxo-2,3-dihydropyridazine-4-carboxylic acid (53.2 mg, 0.227 mmol, prepared according to the procedure for Example 19, Step C), HOBt-hydrate (34.8 mg, 0.227 mmol) and DIEA (0.0792 ml, 0.455 mmol) in DCM (1 mL) at ambient temperature, and the reaction mixture was stirred for 15 minutes at ambient temperature. ±(3R*,4S*)-tert-Butyl 4-(1-(4-methoxybenzyl)-4-(4-amino-2-fluorophenoxy)-1H-pyrazolo[3,4-b]pyridin-3-ylamino)... Reactants: ice, [OH-].[NH4+] (ammonium hydroxide), FC(C(=O)O)(F)F (trifluoroacetic acid), ClC1=CC=C(C#N)C=C1 (4-chlorobenzonitrile), NNC(=S)N (thiosemicarbazide). The solvent is O (water). Run at time 16 hour. The product is NC=1SC(=NN1)C1=CC=C(C=C1)Cl (2-amino-5-(4-chlorophenyl)-1,3,4-thiadiazole). The yield is 35.6%. Reaction SMILES: FC(F)(F)C(O)=O.[Cl:8][C:9]1[CH:16]=[CH:15][C:12]([C:13]#[N:14])=[CH:11][CH:10]=1.N[NH:18][C:19]([NH2:21])=[S:20].[OH-].[NH4+]>O>[NH2:21][C:19]1[S:20][C:13]([C:12]2[CH:15]=[CH:16][C:9]([Cl:8])=[CH:10][CH:11]=2)=[N:14][N:18]=1 |f:3.4|. Reported procedure: To 125 ml of stirred trifluoroacetic acid at room temperature was added 4-chlorobenzonitrile (50.0 g, 0.365 mole), followed by the slow addition of thiosemicarbazide (35.0 g, 0.386 mole). Upon complete addition, the reaction mixture was heated under reflux for 60 hours. The cooled reaction mixture was poured into a mixture of 150 ml of ice and 150 ml of water, then made basic by addition of 150 ml of concentrated ammonium hydroxide. After standing for 16 hours, a crystalline solid was isolated f...